From a dataset of the Open Reaction Database (ORD), a public repository of structured organic reaction records. describe an organic reaction: reactants, conditions, products, and yield Reaction SMILES: [CH2:1]([c:2]1[cH:3][cH:4][cH:5][cH:6][cH:7]1)[O:8][CH2:9][CH:10]1[CH2:11][N:12]([CH2:24][c:25]2[cH:26][cH:27][c:28]([F:31])[cH:29][cH:30]2)[C:13](=[O:23])[c:14]2[n:15]1[c:16](=[O:22])[cH:17][c:18]([OH:21])[c:19]2[OH:20].[CH3:34][CH2:35][OH:36].[H:32][H:33]>>[OH:8][CH2:9][CH:10]1[CH2:11][N:12]([CH2:24][c:25]2[cH:26][cH:27][c:28]([F:31])[cH:29][cH:30]2)[C:13](=[O:23])[c:14]2[n:15]1[c:16](=[O:22])[cH:17][c:18]([OH:21])[c:19]2[OH:20]. Yields the product O=C1c2c(O)c(O)cc(=O)n2C(CO)CN1Cc1ccc(F)cc1. Starting materials: O=C1c2c(O)c(O)cc(=O)n2C(COCc2ccccc2)CN1Cc1ccc(F)cc1, CCO, [H][H]. The reactants are C[Si](CCC1=C2C(=NC=3C4=CC5=C(C(N4CC13)=O)COC(C5(CC)OC(OCC5=CC=CC=C5)=O)=O)C=CC=C2)(CCCO[Si](CC)(CC)CC)C (Carbonic acid benzyl ester 11-{2-[dimethyl-(3-triethylsilanyloxy-propyl)-silanyl]-ethyl}-4-ethyl-3,13-dioxo-3,4,12,13-tetrahydro-1H-2-oxa-6,12a-diaza-dibenzo[b,h]fluoren-4-yl ester), F (hydrofluoric acid), N1=CC=CC=C1 (pyridine). Run in C(C)#N (acetonitrile). Conditions: temperature 21 celsius, time 14 hour. The product is C(C)C1(C(OCC2=C1C=C1C=3N=C4C(=C(C3CN1C2=O)CC[Si](C)(C)CCCO)C=CC=C4)=O)OC(OCC4=CC=CC=C4)=O (Carbonic acid benzyl ester 4-ethyl-11-{2-[(3-hydroxy-propyl)-dimethyl-silanyl]-ethyl}-3,13-dioxo-3,4,12,13-tetrahydro-1H-2-oxa-6,12a-diaza-dibenzo[b,h]fluoren-4-yl ester). Isolated yield 48.0%. As a reaction SMILES: [CH3:1][Si:2]([CH3:52])([CH2:41][CH2:42][CH2:43][O:44][Si](CC)(CC)CC)[CH2:3][CH2:4][C:5]1[C:17]2[CH2:16][N:15]3[C:10](=[CH:11][C:12]4[C:22]([O:25][C:26](=[O:35])[O:27][CH2:28][C:29]5[CH:34]=[CH:33][CH:32]=[CH:31][CH:30]=5)([CH2:23][CH3:24])[C:21](=[O:36])[O:20][CH2:19][C:13]=4[C:14]3=[O:18])[C:9]=2[N:8]=[C:7]2[CH:37]=[CH:38][CH:39]=[CH:40][C:6]=12.F.N1C=CC=CC=1>C(#N)C>[CH2:23]([C:22]1([O:25][C:26](=[O:35])[O:27][CH2:28][C:29]2[CH:30]=[CH:31][CH:32]=[CH:33][CH:34]=2)[C:12]2[CH:11]=[C:10]3[N:15]([C:14](=[O:18])[C:13]=2[CH2:19][O:20][C:21]1=[O:36])[CH2:16][C:17]1[C:5]([CH2:4][CH2:3][Si:2]([CH2:41][CH2:42][CH2:43][OH:44])([CH3:52])[CH3:1])=[C:6]2[CH:40]=[CH:39][CH:38]=[CH:37][C:7]2=[N:8][C:9]3=1)[CH3:24]. Procedure details: A mixture of Compound 52 (1.70 g, 2.3 mmol), hydrofluoric acid (48% in water, 1.8 mL, 46 mmol), and pyridine (4.5 mL, 55 mmol) in 20 mL of acetonitrile was stirred at 21° C. for 14 hours. The reaction was quenched with saturated sodium bicarbonate solution, and aqueous layer was extracted with dichloromethane. The combined organic layers were dried over sodium sulfate and concentrated to afford yellow oil, which was chromatographed to give the desired product (Yield: 48%).